This data is from the Open Reaction Database (ORD), a public repository of structured organic reaction records. The task is: describe an organic reaction: reactants, conditions, products, and yield Reactants: BrC=1N=C2C(=NC1)N(C=C2C(C(C)(C)C)=O)COCC[Si](C)(C)C (1-(2-bromo-5-((2-(trimethylsilyl)ethoxy)methyl)-5H-pyrrolo[2,3-b]pyrazine-7-yl)-2,2-dimethylpropane-1-one), crude product, NC1=CC=C(C=C1)CO ((4-aminophenyl)methanol), C(=O)([O-])[O-].[Cs+].[Cs+] (Cs2CO3). Reagents/catalysts: CC(=O)[O-].CC(=O)[O-].[Pd+2] (Pd(OAc)2), C=1C=CC(=CC1)P(C=2C=CC=CC2)C3=CC=C4C=CC=CC4=C3C5=C6C=CC=CC6=CC=C5P(C=7C=CC=CC7)C=8C=CC=CC8 (BINAP). Run in C1(=CC=CC=C1)C (toluene). Conditions: temperature 110 celsius. Product: OCC1=CC=C(C=C1)NC=1N=C2C(=NC1)N(C=C2C(C(C)(C)C)=O)COCC[Si](C)(C)C (1-(2-(4-(hydroxymethyl)phenylamino)-5-((2-(trimethylsilyl)ethoxy)methyl)-5H-pyrrolo[2,3-b]pyrazin-7-yl)-2,2-dimethylpropan-1-one). Yield: 215.4%. As a reaction SMILES: Br[C:2]1[N:3]=[C:4]2[C:10]([C:11](=[O:16])[C:12]([CH3:15])([CH3:14])[CH3:13])=[CH:9][N:8]([CH2:17][O:18][CH2:19][CH2:20][Si:21]([CH3:24])([CH3:23])[CH3:22])[C:5]2=[N:6][CH:7]=1.[NH2:25][C:26]1[CH:31]=[CH:30][C:29]([CH2:32][OH:33])=[CH:28][CH:27]=1.C([O-])([O-])=O.[Cs+].[Cs+]>C1(C)C=CC=CC=1.CC([O-])=O.CC([O-])=O.[Pd+2].C1C=CC(P(C2C(C3C(P(C4C=CC=CC=4)C4C=CC=CC=4)=CC=C4C=3C=CC=C4)=C3C(C=CC=C3)=CC=2)C2C=CC=CC=2)=CC=1>[OH:33][CH2:32][C:29]1[CH:30]=[CH:31][C:26]([NH:25][C:2]2[N:3]=[C:4]3[C:10]([C:11](=[O:16])[C:12]([CH3:15])([CH3:14])[CH3:13])=[CH:9][N:8]([CH2:17][O:18][CH2:19][CH2:20][Si:21]([CH3:24])([CH3:23])[CH3:22])[C:5]3=[N:6][CH:7]=2)=[CH:27][CH:28]=1 |f:2.3.4,6.7.8|. Reported procedure: To a 35 ml sealed tube, 1-(2-bromo-5-((2-(trimethylsilyl)ethoxy)methyl)-5H-pyrrolo[2,3-b]pyrazine-7-yl)-2,2-dimethylpropane-1-one (2.0 g, 0.0048 mole) and (4-aminophenyl)methanol (0.78 g, 0.0063 mole) was taken in toluene (20.0 ml). The reaction mixture was purged with argon for 15 min at RT followed by Cs2CO3 (4.7 g, 0.0144 mole) was added and further purged for 30 min with argon. BINAP (0.06 g, 0.0001 mole) and Pd(OAc)2 (0.021 g, 0.0001 mole) were added to reaction mixture and heated to 110° C... Reactants: CO, COC(=O)CC(O)CC(O)C=CC1=C(c2ccc(F)c(C)c2)CC2(CC1(C)C)SCCCS2, [Na+], [OH-]. Yields the product Cc1cc(C2=C(C=CC(O)CC(O)CC(=O)O)C(C)(C)CC3(C2)SCCCS3)ccc1F. As a reaction SMILES: [CH3:36][OH:37].[F:1][c:2]1[c:3]([CH3:33])[cH:4][c:5]([C:8]2=[C:18]([CH:19]=[CH:20][CH:21]([CH2:22][CH:23]([CH2:24][C:25](=[O:26])[O:27][CH3:28])[OH:29])[OH:30])[C:17]([CH3:31])([CH3:32])[CH2:16][C:10]3([CH2:9]2)[S:11][CH2:12][CH2:13][CH2:14][S:15]3)[cH:6][cH:7]1.[Na+:35].[OH-:34]>>[F:1][c:2]1[c:3]([CH3:33])[cH:4][c:5]([C:8]2=[C:18]([CH:19]=[CH:20][CH:21]([CH2:22][CH:23]([CH2:24][C:25](=[O:26])[OH:27])[OH:29])[OH:30])[C:17]([CH3:31])([CH3:32])[CH2:16][C:10]3([CH2:9]2)[S:11][CH2:12][CH2:13][CH2:14][S:15]3)[cH:6][cH:7]1.